Dataset: the Open Reaction Database (ORD), a public repository of structured organic reaction records. Task: describe an organic reaction: reactants, conditions, products, and yield Starting materials: O=S(=O)(O)Cl, ClCCl, O, c1ccc(-c2cocn2)cc1. Product: O=S(=O)(Cl)c1ccc(-c2cocn2)cc1. RXN SMILES: [Cl:12][S:13](=[O:14])(=[O:15])[OH:16].[Cl:18][CH2:19][Cl:20].[OH2:17].[c:1]1(-[c:7]2[n:8][cH:9][o:10][cH:11]2)[cH:2][cH:3][cH:4][cH:5][cH:6]1>>[c:1]1(-[c:7]2[n:8][cH:9][o:10][cH:11]2)[cH:2][cH:3][c:4]([S:13]([Cl:12])(=[O:14])=[O:15])[cH:5][cH:6]1. Starting materials: C(CCC)OC(=O)C=1N=C(C2=CC=C(C=C2C1O)OC1=CC=CC=C1)Cl (1-Chloro-4-hydroxy-6-phenoxy-isoquinoline-3-carboxylic acid butyl ester), [N+](=O)([O-])[O-].[K+] (potassium nitrate), ice water. The solvent is S(O)(O)(=O)=O (sulfuric acid). Run at temperature -20 celsius, time 15 minute. Yields the product C(CCC)OC(=O)C=1N=C(C2=CC=C(C=C2C1O)OC1=CC=C(C=C1)[N+](=O)[O-])Cl (1-Chloro-4-hydroxy-6-(4-nitro-phenoxy)-isoquinoline-3-carboxylic acid butyl ester). Yield: 45.9%. RXN SMILES: [CH2:1]([O:5][C:6]([C:8]1[N:9]=[C:10]([Cl:26])[C:11]2[C:16]([C:17]=1[OH:18])=[CH:15][C:14]([O:19][C:20]1[CH:25]=[CH:24][CH:23]=[CH:22][CH:21]=1)=[CH:13][CH:12]=2)=[O:7])[CH2:2][CH2:3][CH3:4].[N+:27]([O-])([O-:29])=[O:28].[K+]>S(=O)(=O)(O)O>[CH2:1]([O:5][C:6]([C:8]1[N:9]=[C:10]([Cl:26])[C:11]2[C:16]([C:17]=1[OH:18])=[CH:15][C:14]([O:19][C:20]1[CH:25]=[CH:24][C:23]([N+:27]([O-:29])=[O:28])=[CH:22][CH:21]=1)=[CH:13][CH:12]=2)=[O:7])[CH2:2][CH2:3][CH3:4] |f:1.2|. Procedure details: 200 mg of 1-Chloro-4-hydroxy-6-phenoxy-isoquinoline-3-carboxylic acid butyl ester, Example D-10 a, was dissolved in 3 ml of concentrated sulfuric acid. The reaction mixture was cooled to −20° C. and 60 mg of potassium nitrate was added slowly to the stirring solution. The reaction was kept between −10 to −20° C. while stirring for 15 min, and poured into ice-water. The aqueous mixture was extracted twice with ethyl acetate. The organic fractions were washed successively with saturated bicarbonat... The reactants are C(#N)C=1C=C(C=CCO)C=CC1 (3-cyanocinnamyl alcohol). Reagents/catalysts: [O-2].[O-2].[Mn+4] (manganese dioxide). The solvent is ClCCl (dichloromethane). Conditions: time 16 hour. Product: C(#N)C=1C=C(C=CC=O)C=CC1 (3-Cyanocinnamaldehyde). As a reaction SMILES: [C:1]([C:3]1[CH:4]=[C:5]([CH:10]=[CH:11][CH:12]=1)[CH:6]=[CH:7][CH2:8][OH:9])#[N:2]>ClCCl.[O-2].[O-2].[Mn+4]>[C:1]([C:3]1[CH:4]=[C:5]([CH:10]=[CH:11][CH:12]=1)[CH:6]=[CH:7][CH:8]=[O:9])#[N:2] |f:2.3.4|. Procedure details: A suspension of active manganese dioxide (20 g) in a solution of 3-cyanocinnamyl alcohol (Example 10(d), 4.0 g) in dichloromethane (100 ml) was stirred at room temperature for 16 hours. The mixture was filtered and the filtrate was evaporated to give the title product as a white solid, m.p. 100° C. Starting materials: C(=O)(OCC1=CC=CC=C1)N1C(CCC1)C=O (N-carbobenzyloxypyrrolidine-2-carboxaldehyde), C(=O)(OCC1=CC=CC=C1)N1C(CCCC1)C=O (N-carbobenzyloxypiperidine-2-carboxaldehyde), C(=O)(OCC)C=P(C1=CC=CC=C1)(C1=CC=CC=C1)C1=CC=CC=C1 ((carbethoxymethylene) triphenylphosphorane). Solvent: O1CCCC1 (tetrahydrofuran). Run at time 2 hour. Yields the product C(C1=CC=CC=C1)OC(=O)N1C(CCC1)C=CC(=O)OCC (ethyl 3-(N-benzyloxycarbonylpyrrolidin-2-yl)-2-propenoate), C(C1=CC=CC=C1)OC(=O)N1C(CCCC1)C=CC(=O)OCC (ethyl 3-(N-benzyloxycarbonylpiperid-2-yl)-2-propenoate). As a reaction SMILES: [C:1]([N:11]1[CH2:15][CH2:14][CH2:13][CH:12]1[CH:16]=O)([O:3][CH2:4][C:5]1[CH:10]=[CH:9][CH:8]=[CH:7][CH:6]=1)=[O:2].[C:18]([N:28]1[CH2:33][CH2:32][CH2:31][CH2:30][CH:29]1[CH:34]=O)([O:20][CH2:21][C:22]1[CH:27]=[CH:26][CH:25]=[CH:24][CH:23]=1)=[O:19].[C:36]([CH:41]=P(C1C=CC=CC=1)(C1C=CC=CC=1)C1C=CC=CC=1)([O:38][CH2:39][CH3:40])=[O:37]>O1CCCC1>[CH2:4]([O:3][C:1]([N:11]1[CH2:15][CH2:14][CH2:13][CH:12]1[CH:16]=[CH:41][C:36]([O:38][CH2:39][CH3:40])=[O:37])=[O:2])[C:5]1[CH:6]=[CH:7][CH:8]=[CH:9][CH:10]=1.[CH2:21]([O:20][C:18]([N:28]1[CH2:33][CH2:32][CH2:31][CH2:30][CH:29]1[CH:34]=[CH:41][C:36]([O:38][CH2:39][CH3:40])=[O:37])=[O:19])[C:22]1[CH:23]=[CH:24][CH:25]=[CH:26][CH:27]=1. Procedure: To a stirred solution of N-carbobenzyloxypyrrolidine-2-carboxaldehyde or N-carbobenzyloxypiperidine-2-carboxaldehyde (5.00 mmol) [S. Kiyooka, et al., J. Org. Chem., 5409 (1989) and Y. Hamada, et al., Chem. Pharm. Bull., 1921 (1982)] in anhydrous tetrahydrofuran at -78° C. was added (carbethoxymethylene) triphenylphosphorane (2.09 g, 6.00 mmol. 1.2 eq) as a solid portionwise. The resulting reaction mixture was stirred at room temperature under nitrogen for 2 hours, and then heated at reflux under... Starting materials: C(C)(C)(C)OC(=O)N[C@H](C=O)CC1=CC=CC=C1 ((2S)-2-(tert-butoxycarbonyl)amino-3-phenyl-1-propanal), [Cl-].[NH4+] (ammonium chloride), S1C=NC2=C1C=CC=C2 (benzothiazole), C(=O)=O.CO (dry ice methanol), C(CCC)[Li].CCCCCC (n-butyllithium hexane). Solvent: O1CCCC1 (tetrahydrofuran), O1CCCC1 (tetrahydrofuran). Conditions: time 30 minute. Product: S1C(=NC2=C1C=CC=C2)C([C@H](CC2=CC=CC=C2)NC(=O)OC(C)(C)C)O ((1RS,2S)-1-(2-Benzothiazolyl)-2-(tert-butoxycarbonyl)amino-3phenyl-1-propanol). RXN SMILES: [S:1]1[C:5]2[CH:6]=[CH:7][CH:8]=[CH:9][C:4]=2[N:3]=[CH:2]1.C(=O)=O.CO.C([Li])CCC.CCCCCC.[C:26]([O:30][C:31]([NH:33][C@@H:34]([CH2:37][C:38]1[CH:43]=[CH:42][CH:41]=[CH:40][CH:39]=1)[CH:35]=[O:36])=[O:32])([CH3:29])([CH3:28])[CH3:27].[Cl-].[NH4+]>O1CCCC1>[S:1]1[C:5]2[CH:6]=[CH:7][CH:8]=[CH:9][C:4]=2[N:3]=[C:2]1[CH:35]([OH:36])[C@@H:34]([NH:33][C:31]([O:30][C:26]([CH3:28])([CH3:27])[CH3:29])=[O:32])[CH2:37][C:38]1[CH:43]=[CH:42][CH:41]=[CH:40][CH:39]=1 |f:1.2,3.4,6.7|. Procedure: A solution of benzothiazole (0.74 g) in tetrahydrofuran (10 ml) is cooled with dry ice/methanol under a nitrogen atmosphere. A 1.6 M n-butyllithium/hexane solution (3.5 ml) is added dropwise thereto, and the mixture is stirred for 30 minutes. A solution of (2S)-2-(tert-butoxycarbonyl)amino-3-phenyl-1-propanal (1.25 g, Reference compound No. 2-1) in tetrahydrofuran (10 ml) is added to the mixture, and the whole is further stirred for four hours. A saturated aqueous ammonium chloride solution is a... Reactants: [Cl-].[Al+3].[Cl-].[Cl-] (aluminum chloride), FC1=C(C=C(C(=C1)OC)OC)F (1,2-difluoro-4,5-dimethoxybenzene), C(C)OCC (Diethyl ether). The solvent is C(Cl)Cl (methylene chloride). Run at time 12 hour. Product: FC1=CC(=C(C=C1F)O)OC (4,5-difluoro-2-methoxy-phenol). Yield: 81.6%. RXN SMILES: [F:1][C:2]1[CH:7]=[C:6]([O:8][CH3:9])[C:5]([O:10]C)=[CH:4][C:3]=1[F:12].[Cl-].[Al+3].[Cl-].[Cl-].C(OCC)C>C(Cl)Cl>[F:1][C:2]1[C:3]([F:12])=[CH:4][C:5]([OH:10])=[C:6]([O:8][CH3:9])[CH:7]=1 |f:1.2.3.4|. Procedure details: To a solution of 1,2-difluoro-4,5-dimethoxybenzene (5 g, 28.71 mmol, Aldrich) in methylene chloride (300 mL) cooled to 0° C. was added aluminum chloride (14.16 g, 106.2 mmol, Fluka) in several portions. At the end of the addition, the ice bath was removed and the reaction mixture was stirred at room temperature for 12 hours. Water was added to quench the reaction. Diethyl ether (200 mL) was added and the layers were separated. The aqueous layer was extracted with diethyl ether (50 mL). The combi... Starting materials: C(C1=CC=CC=C1)N1CC(C(C1)C1=CC=CC=C1)C=O (1-Benzyl-3-(SR)-formyl-4-(SR)-phenylpyrrolidine), N1CCC(C(=O)OCC)CC1 (ethyl isonipecotate), C(C)(=O)O[BH-](OC(C)=O)OC(C)=O.[Na+] (sodium triacetoxyborohydride). Yields the product C(C1=CC=CC=C1)N1CC(C(C1)C1=CC=CC=C1)CN1CCC(CC1)C(=O)OCC (1-Benzyl-3-(SR)-(4-carboethoxy-piperidin-1-ylmethyl)-4-(SR)-phenylpyrrolidine). Reaction SMILES: [CH2:1]([N:8]1[CH2:12][CH:11]([C:13]2[CH:18]=[CH:17][CH:16]=[CH:15][CH:14]=2)[CH:10]([CH:19]=O)[CH2:9]1)[C:2]1[CH:7]=[CH:6][CH:5]=[CH:4][CH:3]=1.[NH:21]1[CH2:31][CH2:30][CH:24]([C:25]([O:27][CH2:28][CH3:29])=[O:26])[CH2:23][CH2:22]1.C(O[BH-](OC(=O)C)OC(=O)C)(=O)C.[Na+]>>[CH2:1]([N:8]1[CH2:12][CH:11]([C:13]2[CH:18]=[CH:17][CH:16]=[CH:15][CH:14]=2)[CH:10]([CH2:19][N:21]2[CH2:22][CH2:23][CH:24]([C:25]([O:27][CH2:28][CH3:29])=[O:26])[CH2:30][CH2:31]2)[CH2:9]1)[C:2]1[CH:3]=[CH:4][CH:5]=[CH:6][CH:7]=1 |f:2.3|. Procedure details: The title compound was prepared from 400 mg of 1-Benzyl-3-(SR)-formyl-4-(SR)-phenylpyrrolidine, 0.24 mL of ethyl isonipecotate and 480 mg of sodium triacetoxyborohydride using a procedure analogous to that described in Example 9, Step B to provide 363 mg of the title compound. RF : 0.31 (50% EtOAc in hexanes). 1H NMR (300 MHz, CDCl3): δ1.22 (t, J=7.1 Hz, 3H), 1.54-1.89 (m, 6H), 2.13-2.21 (m, 1H ), 2.33-2.64 (m, 6H), 2.77-2.97 (m, 4H), 3.65 (ABq, J=13 Hz, 2H), 4.09 (q, J=7.1 Hz, 2H), 7.14-7.37 (m...